Task: describe an organic reaction: reactants, conditions, products, and yield. Dataset: the Open Reaction Database (ORD), a public repository of structured organic reaction records Reactants: P(=O)(Cl)(Cl)Cl (phosphorus oxychloride), CC=1OC=CC1C (2,3-dimethylfuran), CN(C)C=O (DMF), [OH-].[Na+] (sodium hydroxide). The solvent is O (water). Reaction conditions: time 3 hour. The product is CC=1C=C(OC1C)C=O (4,5-Dimethyl-2-furaldehyde). The yield is 76.0%. Reaction SMILES: P(Cl)(Cl)(Cl)=O.[CH3:6][C:7]1[O:8][CH:9]=[CH:10][C:11]=1[CH3:12].[OH-].[Na+].CN([CH:18]=[O:19])C>O>[CH3:12][C:11]1[CH:10]=[C:9]([CH:18]=[O:19])[O:8][C:7]=1[CH3:6] |f:2.3|. Reported procedure: According to the procedure of S. F. Martin, et al. J. Org. Chem. 1984, 49, 2512-2516, phosphorus oxychloride (10.7 mL, 114.4 mmol) was added dropwise to a stirred, ambient temperature solution of 2,3-dimethylfuran (10 g, 104 mmol) in DMF (150 mL) under a dry nitrogen atmosphere over a period of 30 min. After 3 h., the reaction mixture was hydrolized with 2.5 N aq. sodium hydroxide and further diluted with water (50 mL). Aqueous mixture was extracted with dichloromethane (2×300 mL). The combined ... Starting materials: C(C)(C)(C)OC(=O)N1CCC(CC1)CCCN1C(=NC2=C(C=CC=C2C1=O)OC)C (4-[3-(8-methoxy-2-methyl-4-oxo-4H-quinazolin-3-yl)-propyl]-piperidine-1-carboxylic acid tert-butyl ester). Solvent: Cl.CCO (HCl EtOH). Reaction conditions: time 1 hour. Product: COC=1C=CC=C2C(N(C(=NC12)C)CCCC1CCNCC1)=O (8-methoxy-2-methyl-3-(3-piperidin-4-yl-propyl)-3H-quinazolin-4-one). As a reaction SMILES: C(OC([N:8]1[CH2:13][CH2:12][CH:11]([CH2:14][CH2:15][CH2:16][N:17]2[C:26](=[O:27])[C:25]3[C:20](=[C:21]([O:28][CH3:29])[CH:22]=[CH:23][CH:24]=3)[N:19]=[C:18]2[CH3:30])[CH2:10][CH2:9]1)=O)(C)(C)C>Cl.CCO>[CH3:29][O:28][C:21]1[CH:22]=[CH:23][CH:24]=[C:25]2[C:20]=1[N:19]=[C:18]([CH3:30])[N:17]([CH2:16][CH2:15][CH2:14][CH:11]1[CH2:10][CH2:9][NH:8][CH2:13][CH2:12]1)[C:26]2=[O:27] |f:1.2|. Procedure: The product from Step A above was dissolved in conc HCl/EtOH (1:2 mixture, 18 mL) and was stirred for 1 h. The reaction mixture was concentrated under vacuum and azeoptroped with EtOH (2×) to provide the desired product as a white solid. API-MS: 316 (M+1)